Dataset: the Open Reaction Database (ORD), a public repository of structured organic reaction records. Task: describe an organic reaction: reactants, conditions, products, and yield Procedure: In a manner similar to that described for Example 2, 2-[methyl(methylsulfonyl)amino]ethanaminium chloride (4 g, 25.4 mmol) was dissolved in DMSO (20 mL) and treated with 3-fluoro-2-cyanopyridine (2.5 g, 21.2 mmol) and Hunig's base (4.4 mL, 25.4 mmol) and heated to 90 degrees under pressure. The product was isolated as an oily off-white solid. As a reaction SMILES: [Cl-].[CH3:2][N:3]([S:7]([CH3:10])(=[O:9])=[O:8])[CH2:4][CH2:5][NH3+:6].F[C:12]1[C:13]([C:18]#[N:19])=[N:14][CH:15]=[CH:16][CH:17]=1.CCN(C(C)C)C(C)C>CS(C)=O>[C:18]([C:13]1[C:12]([NH:6][CH2:5][CH2:4][N:3]([CH3:2])[S:7]([CH3:10])(=[O:9])=[O:8])=[CH:17][CH:16]=[CH:15][N:14]=1)#[N:19] |f:0.1|. Product: C(#N)C1=NC=CC=C1NCCN(S(=O)(=O)C)C (N-{2-[(2-cyanopyridin-3-yl)amino]ethyl}-N-methylmethanesulfonamide). Reactants: [Cl-].CN(CC[NH3+])S(=O)(=O)C (2-[methyl(methylsulfonyl)amino]ethanaminium chloride), FC=1C(=NC=CC1)C#N (3-fluoro-2-cyanopyridine), CCN(C(C)C)C(C)C (Hunig's base). The solvent is CS(=O)C (DMSO). The reactants are BrCc1ccccc1, [H-], Ic1ccc(Nc2ncccn2)cc1, [Na+], CN(C)C=O. The product is Ic1ccc(N(Cc2ccccc2)c2ncccn2)cc1. Reaction SMILES: [Br:17][CH2:18][c:19]1[cH:20][cH:21][cH:22][cH:23][cH:24]1.[H-:15].[I:1][c:2]1[cH:3][cH:4][c:5]([NH:8][c:9]2[n:10][cH:11][cH:12][cH:13][n:14]2)[cH:6][cH:7]1.[Na+:16].[O:25]=[CH:26][N:27]([CH3:28])[CH3:29]>>[I:1][c:2]1[cH:3][cH:4][c:5]([N:8]([c:9]2[n:10][cH:11][cH:12][cH:13][n:14]2)[CH2:18][c:19]2[cH:20][cH:21][cH:22][cH:23][cH:24]2)[cH:6][cH:7]1. Starting materials: CC1=C(C(=O)NC2=NC=C(C(=O)O)C=C2)C=CC=C1 (6-(2-methylbenzoylamino)nicotinic acid), O1C(=NC=C1)Cl (oxazolyl chloride). The solvent is CN(C=O)C (dimethylformamide), ClCCl (dichloromethane). Conditions: time 2 hour. Product: CC1=C(C(=O)NC2=NC=C(C(=O)Cl)C=C2)C=CC=C1 (6-(2-methylbenzoylamino)nicotinoyl chloride). Reaction SMILES: [CH3:1][C:2]1[CH:19]=[CH:18][CH:17]=[CH:16][C:3]=1[C:4]([NH:6][C:7]1[CH:15]=[CH:14][C:10]([C:11](O)=[O:12])=[CH:9][N:8]=1)=[O:5].O1C=CN=C1[Cl:25]>CN(C)C=O.ClCCl>[CH3:1][C:2]1[CH:19]=[CH:18][CH:17]=[CH:16][C:3]=1[C:4]([NH:6][C:7]1[CH:15]=[CH:14][C:10]([C:11]([Cl:25])=[O:12])=[CH:9][N:8]=1)=[O:5]. Procedure: To a suspension of 6-(2-methylbenzoylamino)nicotinic acid (0.3 g) in dimethylformamide (0.5 ml) and dichloromethane (2.5 ml) is added dropwise oxazolyl chloride (0.2 ml), and the mixture is stirred at room temperature for 2 hours. The mixture is evaporated under reduced pressure to remove the solvent to give 6-(2-methylbenzoylamino)nicotinoyl chloride. The reactants are CCOC(=O)C1Cc2ccccc2N1C(=O)c1c(O)c2cc(OC)cc3c2n(c1=O)CCO3, CCO, C1CCOC1. Yields the product COc1cc2c3c(c1)c(O)c(C(=O)N1c4ccccc4CC1C(=O)O)c(=O)n3CCO2. As a reaction SMILES: [CH2:1]([CH3:2])[O:3][C:4](=[O:5])[CH:6]1[N:7]([C:15](=[O:16])[c:17]2[c:18]([OH:33])[c:19]3[cH:20][c:21]([O:31][CH3:32])[cH:22][c:23]4[c:24]3[n:25]([c:29]2=[O:30])[CH2:26][CH2:27][O:28]4)[c:8]2[cH:9][cH:10][cH:11][cH:12][c:13]2[CH2:14]1.[CH3:34][CH2:35][OH:36].[O:37]1[CH2:38][CH2:39][CH2:40][CH2:41]1>>[O:3]=[C:4]([OH:5])[CH:6]1[N:7]([C:15](=[O:16])[c:17]2[c:18]([OH:33])[c:19]3[cH:20][c:21]([O:31][CH3:32])[cH:22][c:23]4[c:24]3[n:25]([c:29]2=[O:30])[CH2:26][CH2:27][O:28]4)[c:8]2[cH:9][cH:10][cH:11][cH:12][c:13]2[CH2:14]1. Reactants: N(=O)[O-].[Na+] (sodium nitrite), diazonium, COC(C(C1=CC=2CC3=CC(=CC=C3C2C=C1)N)C)=O (7-amino-α-methylfluorene-2-acetic acid methyl ester), Cl (HCl), S(O)(O)(=O)=O (sulfuric acid). Run in O (water), O (water), O (water). Product: OC1=CC=C2C=3C=CC(=CC3CC2=C1)C(C(=O)O)C (7-Hydroxy-α-methylfluorene-2-acetic acid). Reaction SMILES: C[O:2][C:3](=[O:20])[CH:4]([CH3:19])[C:5]1[CH:17]=[CH:16][C:15]2[C:14]3[C:9](=[CH:10][C:11](N)=[CH:12][CH:13]=3)[CH2:8][C:7]=2[CH:6]=1.Cl.N([O-])=[O:23].[Na+].S(=O)(=O)(O)O>O>[OH:23][C:12]1[CH:13]=[C:14]2[C:9]([C:8]3[CH:16]=[CH:17][C:5]([CH:4]([CH3:19])[C:3]([OH:2])=[O:20])=[CH:6][C:7]=3[CH2:15]2)=[CH:10][CH:11]=1 |f:2.3|. Procedure details: The ester is dissolved in water (300 ml) containing concentrated HCl (11ml) with the aid of heat. The solution is cooled to 3°, stirred and treated dropwise with a solution of sodium nitrite (2.84 g) in water (15 ml) over a 30 minute period. The resulting diazonium solution is then added dropwise over a 1 hour period to boiling water (800 ml) containing concentrated sulfuric acid (13 ml), and then stirred for 30 minutes and cooled. The precipitate is collected by filtration and heated in 10% aqu...